From a dataset of the Open Reaction Database (ORD), a public repository of structured organic reaction records. describe an organic reaction: reactants, conditions, products, and yield The reactants are Cl (hydrochloric acid), CC1([C@@H]([C@@H]1C#C)C(=O)OC(C)(C)C)C (tert.-butyl (1R,cis) 2,2-dimethyl-3-ethynyl-cyclopropane-carboxylate), C=O (paraformaldehyde), C(C)(C)NC(C)C (diisopropylamine). Reagents/catalysts: [Cu](Br)Br (copper bromide). The solvent is O1CCOCC1 (dioxane), O (water). Run at temperature 80 celsius. Product: CC1([C@@H]([C@@H]1C=C=C)C(=O)OC(C)(C)C)C (tert.-butyl (1R,cis) 2,2-dimethyl-3-(1,2-propadienyl)-cyclopropane-carboxylate). As a reaction SMILES: [CH3:1][C:2]1([CH3:14])[C@@H:4]([C:5]#[CH:6])[C@H:3]1[C:7]([O:9][C:10]([CH3:13])([CH3:12])[CH3:11])=[O:8].C=O.[CH:17](NC(C)C)(C)C.Cl>O.[Cu](Br)Br.O1CCOCC1>[CH3:1][C:2]1([CH3:14])[C@@H:4]([CH:5]=[C:6]=[CH2:17])[C@H:3]1[C:7]([O:9][C:10]([CH3:13])([CH3:12])[CH3:11])=[O:8]. Reported procedure: A mixture of 131 g of tert.-butyl (1R,cis) 2,2-dimethyl-3-ethynyl-cyclopropane-carboxylate, 32 g of paraformaldehyde, 111 ml of diisopropylamine, 31 g of copper bromide and 1,300 ml of dioxane was heated at 80° C. for 161/2 hours and was cooled to 20° C. and diluted with water. The mixture was adjusted to a pH of 1 with aqueous N hydrochloric acid and was extracted with methylene chloride. The organic phase was evaporated to dryness under reduced pressure and the residue was chromatographed over... The reactants are CC(=O)C1CC1 (cyclopropyl methyl ketone), C1=CC2=C(C=C1C=O)OCO2 (piperonal), A1. Yields the product C1(CC1)C(=O)C=CC1=CC2=C(C=C1)OCO2 (2-(3,4-Methylenedioxyphenyl)vinyl cyclopropyl ketone). RXN SMILES: [CH3:1][C:2]([CH:4]1[CH2:6][CH2:5]1)=[O:3].[CH:7]1[C:12]([CH:13]=O)=[CH:11][C:10]2[O:15][CH2:16][O:17][C:9]=2[CH:8]=1>>[CH:4]1([C:2]([CH:1]=[CH:13][C:12]2[CH:7]=[CH:8][C:9]3[O:17][CH2:16][O:15][C:10]=3[CH:11]=2)=[O:3])[CH2:6][CH2:5]1. Reported procedure: 2-(3,4-Methylenedioxyphenyl)vinyl cyclopropyl ketone [III; Ar is 3,4-methylenedioxyphenyl, R is H] was prepared from 8.4 g. of cyclopropyl methyl ketone and 15 g. of piperonal according to the procedure described above in Preparation A1 affording 21.5 g., m.p. 85°-87° C. when recrystallized from ethanol. Run at time 1 hour. As a reaction SMILES: [CH3:1][C:2]1([C:8]([NH:10][C:11]2[C:20]3[C:15](=[CH:16][CH:17]=[CH:18][CH:19]=3)[CH:14]=[CH:13][C:12]=2[S:21]C(C2(C)CCCCC2)=O)=[O:9])[CH2:7][CH2:6][CH2:5][CH2:4][CH2:3]1.[OH-].[K+].O>CO.O1CCCC1>[SH:21][C:12]1[CH:13]=[CH:14][C:15]2[C:20](=[CH:19][CH:18]=[CH:17][CH:16]=2)[C:11]=1[NH:10][C:8]([C:2]1([CH3:1])[CH2:3][CH2:4][CH2:5][CH2:6][CH2:7]1)=[O:9] |f:1.2|. The solvent is CO (methanol), O1CCCC1 (tetra-hydrofuran). Yields the product SC1=C(C2=CC=CC=C2C=C1)NC(=O)C1(CCCCC1)C (1-methyl-cyclohexanecarboxylic acid(2-mercapto-naphthalen-1-yl)-amide). Starting materials: CC1(CCCCC1)C(=O)NC1=C(C=CC2=CC=CC=C12)SC(=O)C1(CCCCC1)C (1-methyl-cyclohexanecarbothioic acid S-{1-[(1-methyl-cyclohexanecarbonyl)-amino]-naphthalen-2-yl}ester), O (water), [OH-].[K+] (potassium hydroxide). Procedure: The crude product obtained in step A) is dissolved in a mixture of methanol and tetra-hydrofuran (1:1). Then 3.5 mol equivalents of potassium hydroxide are added at room temperature and the mixture is stirred for 1 hour. Then water is added and the mixture is washed with n-hexane. The aqueous layer is then acidified by addition of KHSO4 and extracted with chloroform. The combined extracts are washed with water and brine, dried (Na2SO4) and concentrated to obtain the desired title compound. The product is Cl, Clc1cc(N2CCNCC2)ncn1. Reactants: C1CNCCN1, CC#N, Clc1cc(Cl)ncn1. Reaction SMILES: [CH2:9]1[CH2:10][NH:11][CH2:12][CH2:13][NH:14]1.[CH3:15][C:16]#[N:17].[Cl:1][c:2]1[n:3][cH:4][n:5][c:6]([Cl:8])[cH:7]1>>[ClH:1].[c:2]1([N:11]2[CH2:10][CH2:9][NH:14][CH2:13][CH2:12]2)[n:3][cH:4][n:5][c:6]([Cl:8])[cH:7]1. The product is COC1=CC=C(C=C1)C(=NO)C1=CC=C(C=C1)OC (Bis-(4-methoxy-phenyl)-methanone Oxime). Starting materials: COC1=CC=C(C(=O)C2=CC=C(C=C2)OC)C=C1 (4,4′-Dimethoxybenzophenone), Cl.NO (Hydroxylamine hydrochloride). The solvent is N1=CC=CC=C1 (pyridine), C(C)O (ethanol). Procedure: 4,4′-Dimethoxybenzophenone (25 g, 103 mmol) is suspended in ethanol (150 mL) and pyridine (30 mL). Hydroxylamine hydrochloride (21.50 g, 310 mmol) is added and the reaction mixture is refluxed for 3 hours. The reaction mixture is allowed to cool and the solvent is removed in vacuo. The residue is partitioned between ethyl acetate (500 mL) and water (500 mL). The organic layer dried is over MgSO4, filtered and the solvent removed in vacuo. The title compound is obtained following crystallisation ... RXN SMILES: [CH3:1][O:2][C:3]1[CH:18]=[CH:17][C:6]([C:7]([C:9]2[CH:14]=[CH:13][C:12]([O:15][CH3:16])=[CH:11][CH:10]=2)=O)=[CH:5][CH:4]=1.Cl.[NH2:20][OH:21]>C(O)C.N1C=CC=CC=1>[CH3:1][O:2][C:3]1[CH:18]=[CH:17][C:6]([C:7]([C:9]2[CH:14]=[CH:13][C:12]([O:15][CH3:16])=[CH:11][CH:10]=2)=[N:20][OH:21])=[CH:5][CH:4]=1 |f:1.2|. Reactants: C(C)(C)(C)OC(=O)N[C@H](CC1CC1)C(=O)N1[C@H](C(=O)NCC2=C(C=CC(=C2)F)N2N=CN=C2)CCC1 (N-{tert-butoxycarbonyl}-3-cyclopropyl-D-alanyl-N-[5-fluoro-2-{1H-1,2,4-triazol-1-yl }benzyl]-L-prolinamide), Cl.CCOC(=O)C (HCl EtOAc). Solvent: CCOC(=O)C (EtOAc). Yields the product C1(CC1)C[C@@H](N)C(=O)N1[C@H](C(=O)NCC2=C(C=CC(=C2)F)N2N=CN=C2)CCC1 (3-Cyclopropyl-D-alanyl-N-[5-fluoro-2-{1H-1,2,4-triazol-1-yl}benzyl]-L-prolinamide). Isolated yield 79.6%. As a reaction SMILES: C(OC([NH:8][C@@H:9]([C:14]([N:16]1[CH2:36][CH2:35][CH2:34][C@H:17]1[C:18]([NH:20][CH2:21][C:22]1[CH:27]=[C:26]([F:28])[CH:25]=[CH:24][C:23]=1[N:29]1[CH:33]=[N:32][CH:31]=[N:30]1)=[O:19])=[O:15])[CH2:10][CH:11]1[CH2:13][CH2:12]1)=O)(C)(C)C.Cl.CCOC(C)=O>CCOC(C)=O>[CH:11]1([CH2:10][C@H:9]([C:14]([N:16]2[CH2:36][CH2:35][CH2:34][C@H:17]2[C:18]([NH:20][CH2:21][C:22]2[CH:27]=[C:26]([F:28])[CH:25]=[CH:24][C:23]=2[N:29]2[CH:33]=[N:32][CH:31]=[N:30]2)=[O:19])=[O:15])[NH2:8])[CH2:13][CH2:12]1 |f:1.2|. Procedure: A solution of N-{tert-butoxycarbonyl}-3-cyclopropyl-D-alanyl-N-[5-fluoro-2-{1H-1,2,4-triazol-1-yl }benzyl]-L-prolinamide (35 mg, 0.069 mmol) in EtOAc (1 mL) was treated with 1 mL of 3.5N HCl/EtOAc at 0° C. for 1 h and at room temperature for 3 h. The solvent was removed under reduced pressure and the residue triturated with EtOAc to give 22 mg of the title compound as the hydrochloride salt. 1H NMR (400 MHz, CDCl3): d 8.9 (s, 1H), 8.73 (br s, 1H), 8.35 (br, 2H), 8.23 (s, 1H), 7.48–7.51 (m, 1H), ... The reactants are C(=O)(C(F)(F)F)O (TFA), C(C)(C)(C)OC(NC=1SC=C(N1)CCOC1=CC=C(C=C1)F)=O ({4-[2-(4-Fluoro-phenoxy)-ethyl]-thiazol-2-yl}-carbamic acid tert-butyl ester). Solvent: C(Cl)Cl (DCM). Reaction conditions: time 4 hour. The product is FC1=CC=C(OCCC=2N=C(SC2)N)C=C1 (4-[2-(4-Fluoro-phenoxy)-ethyl]-thiazol-2-ylamine). Yield: 86.7%. As a reaction SMILES: C(O)(C(F)(F)F)=O.C(OC(=O)[NH:14][C:15]1[S:16][CH:17]=[C:18]([CH2:20][CH2:21][O:22][C:23]2[CH:28]=[CH:27][C:26]([F:29])=[CH:25][CH:24]=2)[N:19]=1)(C)(C)C>C(Cl)Cl>[F:29][C:26]1[CH:25]=[CH:24][C:23]([O:22][CH2:21][CH2:20][C:18]2[N:19]=[C:15]([NH2:14])[S:16][CH:17]=2)=[CH:28][CH:27]=1. Reported procedure: TFA (12 ml) was added to a solution of {4-[2-(4-Fluoro-phenoxy)-ethyl]-thiazol-2-yl}-carbamic acid tert-butyl ester (2.55 g, 7.5 mmol) in DCM (100 ml) at 0° C. and stirred at r.t. for 4 h. The reaction was quenched with saturated aqueous NaHCO3 solution (15 ml) and extracted in DCM, dried over Na2SO4, evaporated under reduced pressure to yield 4-[2-(4-Fluoro-phenoxy)-ethyl]-thiazol-2-ylamine (1.55 g, 86%). 1H NMR (400 MHz, CDCl3): δ 3.0 (t, J=6.8 Hz, 2H), 4.20 (t, J=6.8 Hz, 2H), 4.88 (brs, 2H), ...